The task is: describe an organic reaction: reactants, conditions, products, and yield. This data is from the Open Reaction Database (ORD), a public repository of structured organic reaction records. As a reaction SMILES: [C:1]([C:3]1[CH:4]=[CH:5][C:6]2[O:11][C:10]([CH3:13])([CH3:12])[CH:9]3[O:14][CH:8]3[C:7]=2[CH:15]=1)#[N:2].[CH3:16][O:17][C:18](=[O:21])[NH:19][NH2:20]>>[C:1]([C:3]1[CH:4]=[CH:5][C:6]2[O:11][C:10]([CH3:13])([CH3:12])[C@@H:9]([OH:14])[C@H:8]([NH:20][NH:19][C:18]([O:17][CH3:16])=[O:21])[C:7]=2[CH:15]=1)#[N:2]. The product is C(#N)C=1C=CC2=C([C@H]([C@@H](C(O2)(C)C)O)NNC(=O)OC)C1 (trans-6-cyano-3,4-dihydro-2,2-dimethyl-4-(2-methoxycarbonylhydrazino)-2H-1-benzopyran-3-ol). Procedure: A similar procedure to Reference Example 5 was performed by using 6-cyano-3,4-epoxy-3,4-dihydro-2,2-dimethyl-2H-1-benzopyran and methylcarbazate, and as a result, trans-6-cyano-3,4-dihydro-2,2-dimethyl-4-(2-methoxycarbonylhydrazino)-2H-1-benzopyran-3-ol was obtained, m.p. 174°-175° C. (recrystallized from hexane-ethyl acetate). Reactants: C(#N)C=1C=CC2=C(C3C(C(O2)(C)C)O3)C1 (6-cyano-3,4-epoxy-3,4-dihydro-2,2-dimethyl-2H-1-benzopyran), COC(NN)=O (methylcarbazate). Reactants: C=1C=CN2C1C(C1=C(C=C2)C=CC=C1)=O (11H-Pyrrolo[2,1-b][3]benzazepin-11-one), [Cl-].[Al+3].[Cl-].[Cl-] (aluminum chloride), C(CCCC)(=O)Cl (pentanoyl chloride). Solvent: C(Cl)Cl (methylene chloride). Product: C(CCCC)(=O)C=1C=C2C(C3=C(C=CN2C1)C=CC=C3)=O (2-pentanoyl-11H-pyrrolo[2,1-b] [3]benzazepin-11-one). As a reaction SMILES: [CH:1]1[CH:2]=[CH:3][N:4]2[CH:10]=[CH:9][C:8]3[CH:11]=[CH:12][CH:13]=[CH:14][C:7]=3[C:6](=[O:15])[C:5]=12.[Cl-].[Al+3].[Cl-].[Cl-].[C:20](Cl)(=[O:25])[CH2:21][CH2:22][CH2:23][CH3:24]>C(Cl)Cl>[C:20]([C:2]1[CH:1]=[C:5]2[N:4]([CH:3]=1)[CH:10]=[CH:9][C:8]1[CH:11]=[CH:12][CH:13]=[CH:14][C:7]=1[C:6]2=[O:15])(=[O:25])[CH2:21][CH2:22][CH2:23][CH3:24] |f:1.2.3.4|. Procedure: 11H-Pyrrolo[2,1-b][3]benzazepin-11-one (1.0 g.) is dissolved in 20 ml. of methylene chloride and 2.66 g. of aluminum chloride is added with cooling. At room temperature there is added little by little 720 mg. of pentanoyl chloride. Fifteen minutes after the addition is complete the mixture is poured onto ice. The organic phase is separated, filtered, dried and concentrated to dryness. The residue is triturated with ether, collected and dried to give 2-pentanoyl-11H-pyrrolo[2,1-b] [3]benzazepin-1... The reactants are [BH4-].[Na+] (Sodium tetrahydroborate), BrC=1C=C(C(=C2N=C(COC21)C=2C=NC=CC2)N)F (8-bromo-6-fluoro-3-pyridin-3-yl-2H-1,4-benzoxazin-5-amine). Run in C(C)O (ethanol), O (water). Reaction conditions: temperature 90 celsius. The product is BrC=1C=C(C(=C2NC(COC21)C=2C=NC=CC2)N)F (8-Bromo-6-fluoro-3-pyridin-3-yl-3,4-dihydro-2H-1,4-benzoxazin-5-amine). Reaction SMILES: [BH4-].[Na+].[Br:3][C:4]1[CH:5]=[C:6]([F:21])[C:7]([NH2:20])=[C:8]2[C:13]=1[O:12][CH2:11][C:10]([C:14]1[CH:15]=[N:16][CH:17]=[CH:18][CH:19]=1)=[N:9]2>C(O)C.O>[Br:3][C:4]1[CH:5]=[C:6]([F:21])[C:7]([NH2:20])=[C:8]2[C:13]=1[O:12][CH2:11][CH:10]([C:14]1[CH:15]=[N:16][CH:17]=[CH:18][CH:19]=1)[NH:9]2 |f:0.1|. Procedure: Sodium tetrahydroborate (44 mg, 1.2 mmol) was added to a solution of 8-bromo-6-fluoro-3-pyridin-3-yl-2H-1,4-benzoxazin-5-amine (190 mg, 0.58 mmol) in ethanol (4 mL) and water (1 mL), and heated at 90° C. for 15 minutes. The mixture was concentrated, diluted with water, and extracted with ethyl acetate. The organic solvents were evaporated to afford the product. LCMS calc. for C13H12BrFN3O (M+H)+: m/z=324.0. found: 324.0. The reactants are CC=1C=CC(=CC1)S(=O)(=O)O (p-TsOH), FC=1C=C(C=CC1F)C(CC1=CC=C(C=C1)SC)O (1-(3,4-Difluorophenyl)-2-(4-methylthiophenyl)ethanol), O (water). The solvent is C1(=CC=CC=C1)C (toluene). Product: CSC1=CC=C(C=C1)\C=C\C1=CC(=C(C=C1)F)F ((E)-1-(Methylthio)-4-[2-(3,4-difluorophenyl)ethenyl]benzene). As a reaction SMILES: [F:1][C:2]1[CH:3]=[C:4]([CH:9](O)[CH2:10][C:11]2[CH:16]=[CH:15][C:14]([S:17][CH3:18])=[CH:13][CH:12]=2)[CH:5]=[CH:6][C:7]=1[F:8].CC1C=CC(S(O)(=O)=O)=CC=1.O>C1(C)C=CC=CC=1>[CH3:18][S:17][C:14]1[CH:13]=[CH:12][C:11](/[CH:10]=[CH:9]/[C:4]2[CH:5]=[CH:6][C:7]([F:8])=[C:2]([F:1])[CH:3]=2)=[CH:16][CH:15]=1. Reported procedure: The alcohol from step 3 (3.78 g) was dissolved in toluene (45 mL) and p-TsOH (260 mg) was added. The mixture was refluxed with azeotropic removal of water for 18 hr, cooled to r.t., washed with saturated NaCHO3 sol., brine, dried (MgSO4) and the solvent evaporated. The residue was purified by flash chromatography (silica gel; hexane/EtOAc (95:5)) to give the title product as a yellow oil. Starting materials: CC1(C)OCC(CO)O1, CCOC(C)=O, CCCCCCC, O=S(=O)(Cl)c1ccc(Cl)cc1, C1CN2CCN1CC2, O. Yields the product CC1(C)OCC(COS(=O)(=O)c2ccc(Cl)cc2)O1. RXN SMILES: [CH3:1][C:2]1([CH3:9])[O:3][CH2:4][CH:5]([CH2:7][OH:8])[O:6]1.[CH3:30][CH2:31][O:32][C:33](=[O:34])[CH3:35].[CH3:36][CH2:37][CH2:38][CH2:39][CH2:40][CH2:41][CH3:42].[Cl:18][c:19]1[cH:20][cH:21][c:22]([S:25](=[O:26])(=[O:27])[Cl:28])[cH:23][cH:24]1.[N:10]12[CH2:11][CH2:12][N:13]([CH2:14][CH2:15]1)[CH2:16][CH2:17]2.[OH2:29]>>[CH3:1][C:2]1([CH3:9])[O:3][CH2:4][CH:5]([CH2:7][O:8][S:25]([c:22]2[cH:21][cH:20][c:19]([Cl:18])[cH:24][cH:23]2)(=[O:26])=[O:27])[O:6]1. Starting materials: CC(CN1CCCC1)CC1=C(C=CC=C1)C (N-[2-methyl-3-(o-methyl-phenyl)-propyl]-pyrrolidine), C(C=C)Br (allyl bromide). Solvent: C(C)(=O)OCC (ethyl acetate). Yields the product [Br-].C(C=C)[N+]1(CCCC1)CC(CC1=C(C=CC=C1)C)C (N-Allyl-N-[2-methyl-3-(o-methyl-phenyl)-propyl]-pyrrolidinium bromide). Reaction SMILES: [CH3:1][CH:2]([CH2:9][C:10]1[CH:15]=[CH:14][CH:13]=[CH:12][C:11]=1[CH3:16])[CH2:3][N:4]1[CH2:8][CH2:7][CH2:6][CH2:5]1.[CH2:17]([Br:20])[CH:18]=[CH2:19]>C(OCC)(=O)C>[Br-:20].[CH2:19]([N+:4]1([CH2:3][CH:2]([CH3:1])[CH2:9][C:10]2[CH:15]=[CH:14][CH:13]=[CH:12][C:11]=2[CH3:16])[CH2:8][CH2:7][CH2:6][CH2:5]1)[CH:18]=[CH2:17] |f:3.4|. Procedure: A solution of 51 g of N-[2-methyl-3-(o-methyl-phenyl)-propyl]-pyrrolidine and 58 g of allyl bromide in 200 ml of ethyl acetate is refluxed for 5 hours. The product precipitates as a resin. After the ethyl acetate has been decanted, the crude product is triturated several times with ethyl acetate. Supernatant solvent is decanted. Finally, the product is triturated with n-pentane and the solvent decanted. The oil which remains is freed from solvent residues in a rotary evaporator. There remains 60... The product is O=C(CCCCCCCN1CCc2ccccc2C1)NOCc1ccccc1. Starting materials: O=C([O-])[O-], O=C(CCCCCCCBr)NOCc1ccccc1, c1ccc2c(c1)CCNC2, CC#N, [K+], [K+], O. Reaction SMILES: [C:30](=[O:31])([O-:32])[O-:33].[CH2:11]([c:12]1[cH:13][cH:14][cH:15][cH:16][cH:17]1)[O:18][NH:19][C:20]([CH2:21][CH2:22][CH2:23][CH2:24][CH2:25][CH2:26][CH2:27][Br:28])=[O:29].[CH2:1]1[NH:2][CH2:3][CH2:4][c:5]2[cH:6][cH:7][cH:8][cH:9][c:10]21.[CH3:37][C:38]#[N:39].[K+:34].[K+:35].[OH2:36]>>[CH2:1]1[N:2]([CH2:27][CH2:26][CH2:25][CH2:24][CH2:23][CH2:22][CH2:21][C:20]([NH:19][O:18][CH2:11][c:12]2[cH:13][cH:14][cH:15][cH:16][cH:17]2)=[O:29])[CH2:3][CH2:4][c:5]2[cH:6][cH:7][cH:8][cH:9][c:10]21. Reactants: C1(=C(C=CC=C1)N)N (1,2-phenylenediamine), BrCC(C(CBr)=O)=O (1,4-dibromo-2,3-butanedione). Solvent: C1=CC=CC=C1 (benzene). The product is BrCC1=NC2=CC=CC=C2N=C1CBr (2,3-bis(bromomethyl)quinoxaline). Isolated yield 93.0%. As a reaction SMILES: [C:1]1([NH2:8])[CH:6]=[CH:5][CH:4]=[CH:3][C:2]=1[NH2:7].[Br:9][CH2:10][C:11](=O)[C:12](=O)[CH2:13][Br:14]>C1C=CC=CC=1>[Br:9][CH2:10][C:11]1[C:12]([CH2:13][Br:14])=[N:8][C:1]2[C:2](=[CH:3][CH:4]=[CH:5][CH:6]=2)[N:7]=1. Procedure: A mixture of 1,2-phenylenediamine (0.1 mole, 10.8 g) and 1,4-dibromo-2,3-butanedione (0.1 mole, 24.4 g) was refluxed in benzene (200 mL) using a Dean-Stark trap for one hour. The reaction mixture was then evaporated to dryness in vacuo and the residue flash chromatographed on silica gel (15:1). Elution with 15% hexane/chloroform afforded 29.38 g of 2,3-bis(bromomethyl)quinoxaline, m.p. 150°-151° C.; 1H NMR (CDCl3, 200 MHz): δ4.92 (s, 4H, CH2), 7.8 (m, 2H, ArH), 8.05 (m, 2H, ArH). Reactants: C(#N)C(=O)OCC (Ethyl cyanoformate), C(C)(C)C1=NSC(O1)=O (5-isopropyl-[1,3,4]oxathiazolin-2-one). Solvent: CC=1C=CC(=CC1)C (p-xylene). The product is C(C)(C)C1=NSC(=N1)C(=O)OCC (ethyl 3-isopropyl-[1,2,4]thiadiazole-5-carboxylate). Isolated yield 96.8%. As a reaction SMILES: [C:1]([C:3]([O:5][CH2:6][CH3:7])=[O:4])#[N:2].[CH:8]([C:11]1OC(=O)[S:13][N:12]=1)([CH3:10])[CH3:9]>CC1C=CC(C)=CC=1>[CH:8]([C:11]1[N:2]=[C:1]([C:3]([O:5][CH2:6][CH3:7])=[O:4])[S:13][N:12]=1)([CH3:10])[CH3:9]. Procedure: Ethyl cyanoformate (38.6 g, 0.39 mol) is added to a stirred solution of 5-isopropyl-[1,3,4]oxathiazolin-2-one (18.5 g, 0.13 mol) in p-xylene (180 ml). The mixture is refluxed for 6 hours and then the solvent is evaporated in vacuo to give crude ethyl 3-isopropyl-[1,2,4]thiadiazole-5-carboxylate (25.2 g, 97%) as a yellow oil, which is used without purification for the next step. The product is C=CC(C)=C (isoprene), ClC(C(=O)OCC=C(C)C)Cl (prenyl dichloroacetate). As a reaction SMILES: [Cl:1][CH:2]([Cl:11])[C:3]([O:5][CH2:6][CH:7]=[C:8]([CH3:10])[CH3:9])=[O:4].ClC(Cl)C(O)=O>>[CH2:6]=[CH:7][C:8](=[CH2:9])[CH3:10].[Cl:1][CH:2]([Cl:11])[C:3]([O:5][CH2:6][CH:7]=[C:8]([CH3:9])[CH3:10])=[O:4]. Procedure: In contrast, the use of dichloroacetic acid (a liquid, bp: 194° C.; Ka =5.53×10-2) in molar excess in the above reaction results in a moderate yield (approximately 50%) of the corresponding ester (prenyl dichloroacetate, systematically named, 3-methyl-2-buten-1-yl dichloroaceate). Addition of a minor amount of an alkali-metal or alkaline-earth metallic salt or metallic salt of dichloroacetic acid (i.e., the conjugate base of dichloroacetic acid) to the reaction mixture containing dichloroacetic ... The reactants are ClC(C(=O)OCC=C(C)C)Cl (3-methyl-2-buten-1-yl dichloroaceate), ClC(C(=O)O)Cl (dichloroacetic acid), ClC(C(=O)O)Cl (dichloroacetic acid), ClC(C(=O)O)Cl (dichloroacetic acid).